From a dataset of the Open Reaction Database (ORD), a public repository of structured organic reaction records. describe an organic reaction: reactants, conditions, products, and yield Starting materials: CN(C)C=O, ClCCl, COc1ccc(C(F)(F)F)cc1N=C=O, Nc1cccc2c1ncn2Cc1ccncc1. Product: COc1ccc(C(F)(F)F)cc1NC(=O)Nc1cccc2c1ncn2Cc1ccncc1. RXN SMILES: [CH3:36][N:37]([CH3:38])[CH:39]=[O:40].[Cl:33][CH2:34][Cl:35].[N:18](=[C:19]=[O:20])[c:21]1[c:22]([O:31][CH3:32])[cH:23][cH:24][c:25]([C:27]([F:28])([F:29])[F:30])[cH:26]1.[n:1]1[cH:2][cH:3][c:4]([CH2:7][n:8]2[cH:9][n:10][c:11]3[c:12]2[cH:13][cH:14][cH:15][c:16]3[NH2:17])[cH:5][cH:6]1>>[n:1]1[cH:2][cH:3][c:4]([CH2:7][n:8]2[cH:9][n:10][c:11]3[c:12]2[cH:13][cH:14][cH:15][c:16]3[NH:17][C:19]([NH:18][c:21]2[c:22]([O:31][CH3:32])[cH:23][cH:24][c:25]([C:27]([F:28])([F:29])[F:30])[cH:26]2)=[O:20])[cH:5][cH:6]1. Starting materials: C(CCC)OC(=O)N1CCN(CC1)C(CNC(=O)C1=NN(C(=C1)O)C1=CC=CC=C1)=O (4-{2-[(5-Hydroxy-1-phenyl-1H-pyrazole-3-carbonyl)-amino]-acetyl}-piperazine-1-carboxylic acid butyl ester), C(C1=CC=CC=C1)OC([C@H](C)Br)=O ((S)-2-bromo-propionic acid benzyl ester), C([O-])([O-])=O.[Cs+].[Cs+] (cesium carbonate). The solvent is CN(C)C=O (DMF), C(C)(=O)OCC (ethyl acetate). Run at time 12 hour. The product is C(CCC)OC(=O)N1CCN(CC1)C(CNC(=O)C1=NN(C(=C1)O[C@H](C)C(=O)OCC1=CC=CC=C1)C1=CC=CC=C1)=O (4-(2-{[5-((R)-1-Benzyloxycarbonyl-ethoxy)-1-phenyl-1H-pyrazole-3-carbonyl]-amino}-acetyl)-piperazine-1-carboxylic acid butyl ester). RXN SMILES: [CH2:1]([O:5][C:6]([N:8]1[CH2:13][CH2:12][N:11]([C:14](=[O:31])[CH2:15][NH:16][C:17]([C:19]2[CH:23]=[C:22]([OH:24])[N:21]([C:25]3[CH:30]=[CH:29][CH:28]=[CH:27][CH:26]=3)[N:20]=2)=[O:18])[CH2:10][CH2:9]1)=[O:7])[CH2:2][CH2:3][CH3:4].[CH2:32]([O:39][C:40](=[O:44])[C@@H:41](Br)[CH3:42])[C:33]1[CH:38]=[CH:37][CH:36]=[CH:35][CH:34]=1.C(=O)([O-])[O-].[Cs+].[Cs+]>CN(C=O)C.C(OCC)(=O)C>[CH2:1]([O:5][C:6]([N:8]1[CH2:9][CH2:10][N:11]([C:14](=[O:31])[CH2:15][NH:16][C:17]([C:19]2[CH:23]=[C:22]([O:24][C@@H:41]([C:40]([O:39][CH2:32][C:33]3[CH:38]=[CH:37][CH:36]=[CH:35][CH:34]=3)=[O:44])[CH3:42])[N:21]([C:25]3[CH:30]=[CH:29][CH:28]=[CH:27][CH:26]=3)[N:20]=2)=[O:18])[CH2:12][CH2:13]1)=[O:7])[CH2:2][CH2:3][CH3:4] |f:2.3.4|. Reported procedure: To a solution of 1.75 g 4-{2-[(5-Hydroxy-1-phenyl-1H-pyrazole-3-carbonyl)-amino]-acetyl}-piperazine-1-carboxylic acid butyl ester in 10 ml DMF were added 990 mg (S)-2-bromo-propionic acid benzyl ester (prepared by standard benzylation procedure using (S)-2-bromopropionic acid and benzyl alcohol/p-TsOH) and 2.67 g cesium carbonate. After stirring at room temperature for 12 h the solution was diluted with 100 ml ethyl acetate and extracted with aqueous LiCl (4% w/w), 0.1 M HCl and aqueous NaHCO3. ... The reactants are CO, CC(C)c1nc(-c2ccc(F)c(NS(=O)(=O)c3cccc(F)c3)c2)c(-c2ccnc(Cl)n2)s1, N. Product: CC(C)c1nc(-c2ccc(F)c(NS(=O)(=O)c3cccc(F)c3)c2)c(-c2ccnc(N)n2)s1. RXN SMILES: [CH3:35][OH:36].[Cl:1][c:2]1[n:3][cH:4][cH:5][c:6](-[c:8]2[c:9](-[c:16]3[cH:17][cH:18][c:19]([F:33])[c:20]([NH:22][S:23](=[O:24])(=[O:25])[c:26]4[cH:27][c:28]([F:32])[cH:29][cH:30][cH:31]4)[cH:21]3)[n:10][c:11]([CH:13]([CH3:14])[CH3:15])[s:12]2)[n:7]1.[NH3:34]>>[c:2]1([NH2:34])[n:3][cH:4][cH:5][c:6](-[c:8]2[c:9](-[c:16]3[cH:17][cH:18][c:19]([F:33])[c:20]([NH:22][S:23](=[O:24])(=[O:25])[c:26]4[cH:27][c:28]([F:32])[cH:29][cH:30][cH:31]4)[cH:21]3)[n:10][c:11]([CH:13]([CH3:14])[CH3:15])[s:12]2)[n:7]1.